This data is from the Open Reaction Database (ORD), a public repository of structured organic reaction records. The task is: describe an organic reaction: reactants, conditions, products, and yield Starting materials: C, C1COCCO1, CO, CC(=O)N(C)c1cccc([N+](=O)[O-])c1, [Pd]. Product: CC(=O)N(C)c1cccc(N)c1. RXN SMILES: [C:23].[CH2:17]1[O:18][CH2:19][CH2:20][O:21][CH2:22]1.[CH3:15][OH:16].[CH3:1][N:2]([c:3]1[cH:4][c:5]([N+:9]([O-:10])=[O:11])[cH:6][cH:7][cH:8]1)[C:12]([CH3:13])=[O:14].[Pd:24]>>[CH3:1][N:2]([c:3]1[cH:4][c:5]([NH2:9])[cH:6][cH:7][cH:8]1)[C:12]([CH3:13])=[O:14]. Reported procedure: Using an analogous procedure to that described in Example 50, 5-bromooxindole (318 mg, 1.5 mmol), (prepared according to J. Am. Chem. Soc. 1975, 67, 1656), was treated with sodium hydride (60 mg, 1.5 mmol) in DMF (4 ml) and 4-chloro-6-methoxy-7-(3-morpholinopropoxy)quinazoline (169 mg, 0.5 mmol), (prepared as described for the starting material in Example 5), to give 4-(5-bromooxindol-3-yl)-6-methoxy-7-(3-morpholinopropoxy)quinazoline hydrochloride (108 mg, 35%). Run in CN(C)C=O (DMF). Product: Cl.BrC=1C=C2C(C(NC2=CC1)=O)C1=NC=NC2=CC(=C(C=C12)OC)OCCCN1CCOCC1 (4-(5-bromooxindol-3-yl)-6-methoxy-7-(3-morpholinopropoxy)quinazoline hydrochloride). Isolated yield 39.3%. RXN SMILES: [Br:1][C:2]1[CH:3]=[C:4]2[C:8](=[CH:9][CH:10]=1)[NH:7][C:6](=[O:11])[CH2:5]2.[H-].[Na+].[Cl:14][C:15]1[C:24]2[C:19](=[CH:20][C:21]([O:27][CH2:28][CH2:29][CH2:30][N:31]3[CH2:36][CH2:35][O:34][CH2:33][CH2:32]3)=[C:22]([O:25][CH3:26])[CH:23]=2)[N:18]=[CH:17][N:16]=1>CN(C=O)C>[ClH:14].[Br:1][C:2]1[CH:3]=[C:4]2[C:8](=[CH:9][CH:10]=1)[NH:7][C:6](=[O:11])[CH:5]2[C:15]1[C:24]2[C:19](=[CH:20][C:21]([O:27][CH2:28][CH2:29][CH2:30][N:31]3[CH2:32][CH2:33][O:34][CH2:35][CH2:36]3)=[C:22]([O:25][CH3:26])[CH:23]=2)[N:18]=[CH:17][N:16]=1 |f:1.2,5.6|. Reactants: BrC=1C=C2CC(NC2=CC1)=O (5-bromooxindole), [H-].[Na+] (sodium hydride), ClC1=NC=NC2=CC(=C(C=C12)OC)OCCCN1CCOCC1 (4-chloro-6-methoxy-7-(3-morpholinopropoxy)quinazoline). The reactants are N1N=NC2=C1C=CC=C2 (benzotriazole), C1(=CC=CC=C1)CCCN (phenylpropylamine), C=O (formaldehyde). Solvent: ClCCl (dichloromethane). Conditions: time 8 hour. Yields the product N1(N=NC2=C1C=CC=C2)CNCCCC2=CC=CC=C2 (benzotriazol-1-ylmethyl-(3-phenyl-propyl)-amine). The yield is 10.7%. As a reaction SMILES: [NH:1]1[C:5]2[CH:6]=[CH:7][CH:8]=[CH:9][C:4]=2[N:3]=[N:2]1.[C:10]1([CH2:16][CH2:17][CH2:18][NH2:19])[CH:15]=[CH:14][CH:13]=[CH:12][CH:11]=1.[CH2:20]=O>ClCCl>[N:1]1([CH2:20][NH:19][CH2:18][CH2:17][CH2:16][C:10]2[CH:15]=[CH:14][CH:13]=[CH:12][CH:11]=2)[C:5]2[CH:6]=[CH:7][CH:8]=[CH:9][C:4]=2[N:3]=[N:2]1. Procedure: To the mixture of 8.8 g (0.74 mole) benzotriazole and 10 g (0.74 mole) of phenylpropylamine in 200 mL of dichloromethane was added dropwise 6.0 mL (0.74 mole) of 37% aqueous formaldehyde. The reaction mixture was stirred at room temperature overnight. The solution was dried over calcium chloride, filtered and concentrated under pressure. Hexane was added under ice-cooled bath and the resulting solid was collected by filtration and washed with hexane dried to give 21.0 g of benzotriazol-1-ylmethy...